describe an organic reaction: reactants, conditions, products, and yield From a dataset of the Open Reaction Database (ORD), a public repository of structured organic reaction records. Reactants: COC(=O)c1cccc(S(=O)(=O)N(C)C)c1CS(=O)(=O)Cl, [NH4+], C1CCOC1, [OH-], O. Yields the product COC(=O)c1cccc(S(=O)(=O)N(C)C)c1CS(N)(=O)=O. RXN SMILES: [CH3:1][N:2]([CH3:3])[S:4](=[O:5])(=[O:6])[c:7]1[c:8]([CH2:17][S:18](=[O:19])(=[O:20])[Cl:21])[c:9]([C:13](=[O:14])[O:15][CH3:16])[cH:10][cH:11][cH:12]1.[NH4+:22].[O:25]1[CH2:26][CH2:27][CH2:28][CH2:29]1.[OH-:23].[OH2:24]>>[CH3:1][N:2]([CH3:3])[S:4](=[O:5])(=[O:6])[c:7]1[c:8]([CH2:17][S:18](=[O:19])(=[O:20])[NH2:22])[c:9]([C:13](=[O:14])[O:15][CH3:16])[cH:10][cH:11][cH:12]1. As a reaction SMILES: [Cl:1][C:2]1[CH:7]=[CH:6][CH:5]=[CH:4][C:3]=1[C:8]1[C:12]2[C:13]([NH:26][CH2:27][CH:28]([OH:30])[CH3:29])=[N:14][C:15]([O:17][C:18]3[CH:23]=[CH:22][C:21]([F:24])=[CH:20][C:19]=3[F:25])=[CH:16][C:11]=2[NH:10][N:9]=1.C(N(CC)C(C)C)(C)C.NN>O1CCOCC1.CCO>[Cl:1][C:2]1[CH:7]=[CH:6][CH:5]=[CH:4][C:3]=1[C:8]1[C:12]2[C:13]([NH:26][CH2:27][C@@H:28]([OH:30])[CH3:29])=[N:14][C:15]([O:17][C:18]3[CH:23]=[CH:22][C:21]([F:24])=[CH:20][C:19]=3[F:25])=[CH:16][C:11]=2[NH:10][N:9]=1. Reaction conditions: temperature 90 celsius. Starting materials: C(C)(C)N(C(C)C)CC (N,N-diisopropylethylamine), NN (hydrazine), ClC1=C(C=CC=C1)C1=NNC2=C1C(=NC(=C2)OC2=C(C=C(C=C2)F)F)NCC(C)O (1-[3-(2-Chloro-phenyl)-6-(2,4-difluoro-phenoxy)-1H-pyrazolo[4,3-c]pyridin-4-ylamino]-propan-2-ol). Yields the product ClC1=C(C=CC=C1)C1=NNC2=C1C(=NC(=C2)OC2=C(C=C(C=C2)F)F)NC[C@H](C)O ((S)-1-[3-(2-Chloro-phenyl)-6-(2,4-difluoro-phenoxy)-1H-pyrazolo[4,3-c]pyridin-4-ylamino]-propan-2-ol). Yield: 35.7%. Procedure: 1-[3-(2-Chloro-phenyl)-6-(2,4-difluoro-phenoxy)-1H-pyrazolo[4,3-c]pyridin-4-ylamino]-propan-2-ol (690 mg, 1.6 mmol) was taken up in a mixture of 15 mL dioxane and 2 mL EtOH. N,N-diisopropylethylamine (0.3 mL) and anhydrous hydrazine (0.15 mL) were added, and the reaction mixture was slowly heated to 90° C. with stirring. The reaction mixture was stirred for six hours at 90° C., then was cooled to room temperature and quenched by addition of water and partitioned with ethyl acetate, followed by b... The solvent is O1CCOCC1 (dioxane), CCO (EtOH). Reactants: C1(CC1)C1N(CC=2N(C1)N=C(C2C(=O)OCC)I)C(=O)OC(C)(C)C (5-tert-Butyl 3-ethyl 6-cyclopropyl-2-iodo-6,7-dihydropyrazolo[1,5-a]pyrazine-3,5(4H)-dicarboxylate), [OH-].[Na+] (NaOH). The solvent is C(C)O (ethanol), O (water), C(Cl)Cl (DCM). Reaction conditions: time 10 hour. Product: C(C)(C)(C)OC(=O)N1CC=2N(CC1C1CC1)N=C(C2C(=O)O)I (5-(tert-Butoxycarbonyl)-6-cyclopropyl-2-iodo-4,5,6,7-tetrahydropyrazolo[1,5-a]pyrazine-3-carboxylic acid). Isolated yield 93.9%. As a reaction SMILES: [CH:1]1([CH:4]2[CH2:9][N:8]3[N:10]=[C:11]([I:18])[C:12]([C:13]([O:15]CC)=[O:14])=[C:7]3[CH2:6][N:5]2[C:19]([O:21][C:22]([CH3:25])([CH3:24])[CH3:23])=[O:20])[CH2:3][CH2:2]1.[OH-].[Na+]>C(O)C.O.C(Cl)Cl>[C:22]([O:21][C:19]([N:5]1[CH:4]([CH:1]2[CH2:2][CH2:3]2)[CH2:9][N:8]2[N:10]=[C:11]([I:18])[C:12]([C:13]([OH:15])=[O:14])=[C:7]2[CH2:6]1)=[O:20])([CH3:25])([CH3:23])[CH3:24] |f:1.2|. Procedure details: To a stirred solution of Intermediate 348E (0.85 g, 1.843 mmol) in ethanol (2 mL) and water (1 mL) was added NaOH (0.369 g, 9.21 mmol) and the resulting solution was stirred at RT for 10 h. The reaction mixture was diluted with DCM (10 mL) and washed successively with an aqueous solution of 1N HCl, water and brine. The organic layer was then dried over Na2SO4, filtered and the filtrate concentrated under reduced pressure to afford the Intermediate 348F as an off-white solid (0.75 g, 94%). MS(ES)... Starting materials: ClC=1N=C(C2=C(N1)C=CC(=N2)C(=O)N)N2CCOCC2 (2-Chloro-4-morpholinopyrido[3,2-d]pyrimidine-6-carboxamide), COC(N(C)C)OC (1,1-dimethoxy-N,N-dimethylmethanamine). The solvent is C1(=CC=CC=C1)C (toluene). Conditions: temperature 95 celsius. Product: ClC=1N=C(C2=C(N1)C=CC(=N2)C(=O)/N=C/N(C)C)N2CCOCC2 ((E)-2-chloro-N-((dimethylamino)methylene)-4-morpholinopyrido[3,2-d]pyrimidine-6-carboxamide). RXN SMILES: [Cl:1][C:2]1[N:3]=[C:4]([N:15]2[CH2:20][CH2:19][O:18][CH2:17][CH2:16]2)[C:5]2[N:11]=[C:10]([C:12]([NH2:14])=[O:13])[CH:9]=[CH:8][C:6]=2[N:7]=1.CO[CH:23](OC)[N:24]([CH3:26])[CH3:25]>C1(C)C=CC=CC=1>[Cl:1][C:2]1[N:3]=[C:4]([N:15]2[CH2:16][CH2:17][O:18][CH2:19][CH2:20]2)[C:5]2[N:11]=[C:10]([C:12](/[N:14]=[CH:23]/[N:24]([CH3:26])[CH3:25])=[O:13])[CH:9]=[CH:8][C:6]=2[N:7]=1. Procedure: 2-Chloro-4-morpholinopyrido[3,2-d]pyrimidine-6-carboxamide (90 mg) was suspended in toluene (5 mL) and treated with 1,1-dimethoxy-N,N-dimethylmethanamine (11 eq). The reaction was heated at 95° C. overnight then concentrated to dryness to afford crude (E)-2-chloro-N-((dimethylamino)methylene)-4-morpholinopyrido[3,2-d]pyrimidine-6-carboxamide. This intermediate was subsequently brought up in acetic acid (1.4 mL), isopropyl hydrazine hydrochloride was added and the reaction was stirred at room tem...